The task is: describe an organic reaction: reactants, conditions, products, and yield. This data is from the Open Reaction Database (ORD), a public repository of structured organic reaction records. Starting materials: C=1C=CC2=C(C1)N=NN2O (HOBT), CN1CCOCC1 (NMM), CCN=C=NCCCN(C)C.Cl (EDAC.HCl), C(C)C=1C(=CC(=C(C1)C=1C(=C(NN1)C(=O)O)C1=CC=C(C=C1)OC)O)O (5-(5-ethyl-2,4-dihydroxy-phenyl)-4-(4-methoxyphenyl)-2H-pyrazole-3-carboxylic acid), C(=O)(OC(C)(C)C)NCCCN (N—BOC-1,3-diaminopropane). The solvent is C(Cl)Cl (DCM), C(Cl)Cl (DCM). Conditions: temperature 0 celsius, time 15 minute. The product is C(C)C=1C(=CC(=C(C1)C=1C(=C(NN1)C(=O)NCCCNC(OC(C)(C)C)=O)C1=CC=C(C=C1)OC)O)O (tert-butyl N-[3-[[5-(5-ethyl-2,4-dihydroxy-phenyl)-4-(4-methoxyphenyl)2H-pyrazole-3-carbonyl]amino]propyl]carbamate). The yield is 63.0%. RXN SMILES: C1C=CC2N(O)N=NC=2C=1.CN1CCOCC1.CCN=C=NCCCN(C)C.Cl.[CH2:30]([C:32]1[C:33]([OH:55])=[CH:34][C:35]([OH:54])=[C:36]([C:38]2[C:39]([C:46]3[CH:51]=[CH:50][C:49]([O:52][CH3:53])=[CH:48][CH:47]=3)=[C:40]([C:43]([OH:45])=O)[NH:41][N:42]=2)[CH:37]=1)[CH3:31].[C:56]([NH:63][CH2:64][CH2:65][CH2:66][NH2:67])([O:58][C:59]([CH3:62])([CH3:61])[CH3:60])=[O:57]>C(Cl)Cl>[CH2:30]([C:32]1[C:33]([OH:55])=[CH:34][C:35]([OH:54])=[C:36]([C:38]2[C:39]([C:46]3[CH:47]=[CH:48][C:49]([O:52][CH3:53])=[CH:50][CH:51]=3)=[C:40]([C:43]([NH:67][CH2:66][CH2:65][CH2:64][NH:63][C:56](=[O:57])[O:58][C:59]([CH3:61])([CH3:60])[CH3:62])=[O:45])[NH:41][N:42]=2)[CH:37]=1)[CH3:31] |f:2.3|. Procedure: HOBT (572 mg, 4.2 mmol), NMM (1.55 ml, 14.1 mmol) and EDAC.HCl (820 mg, 4.3 mmol) were added at 0° C. consecutively to a solution of 5-(5-ethyl-2,4-dihydroxy-phenyl)-4-(4-methoxyphenyl)-2H-pyrazole-3-carboxylic acid (500 mg, 1.4 mmol) in 40 ml of dry DCM. The resulting mixture was stirred at 0° C. for 15 minutes. Then a solution of N—BOC-1,3-diaminopropane (740 mg, 4.3 mmol) in 5 ml of dry DCM was added. The resulting mixture was stirred at 0° C. for one our and at room temperature for 2.5 hours... The reactants are CCOC(=O)CCc1ccc(C(C)C(O)(c2ccnc(Cl)c2)C(F)(F)F)c(Cl)c1, C1CCOC1, Cl, [Na+], [OH-], O. Product: CC(c1ccc(CCC(=O)O)cc1Cl)C(O)(c1ccnc(Cl)c1)C(F)(F)F. As a reaction SMILES: [CH2:1]([CH3:2])[O:3][C:4]([CH2:5][CH2:6][c:7]1[cH:8][c:9]([Cl:28])[c:10]([CH:13]([C:14]([C:15]([F:16])([F:17])[F:18])([OH:19])[c:20]2[cH:21][c:22]([Cl:26])[n:23][cH:24][cH:25]2)[CH3:27])[cH:11][cH:12]1)=[O:29].[CH2:34]1[O:35][CH2:36][CH2:37][CH2:38]1.[ClH:33].[Na+:31].[OH-:30].[OH2:32]>>[O:3]=[C:4]([CH2:5][CH2:6][c:7]1[cH:8][c:9]([Cl:28])[c:10]([CH:13]([C:14]([C:15]([F:16])([F:17])[F:18])([OH:19])[c:20]2[cH:21][c:22]([Cl:26])[n:23][cH:24][cH:25]2)[CH3:27])[cH:11][cH:12]1)[OH:29]. The reactants are compound, ClC1=C(C=CC(=C1)Cl)C1=CC2=C(N(C3=CC=C(C=C23)C=2SC=C(N2)CO)C)N(C1=O)C (3-(2,4-dichlorophenyl)-6-(4-hydroxymethylthiazol-2-yl)-1,9-dimethyl-1,9-dihydropyrido[2,3-b]indol-2-one), ICC (iodoethane). Product: ClC1=C(C=CC(=C1)Cl)C1=CC2=C(N(C3=CC=C(C=C23)C=2SC=C(N2)COCC)C)N(C1=O)C (3-(2,4-Dichlorophenyl)-6-(4-ethoxymethylthiazol-2-yl)-1,9-dimethyl-1,9-dihydropyrido[2,3-b]indol-2-one). As a reaction SMILES: [Cl:1][C:2]1[CH:7]=[C:6]([Cl:8])[CH:5]=[CH:4][C:3]=1[C:9]1[C:29](=[O:30])[N:28]([CH3:31])[C:12]2[N:13]([CH3:27])[C:14]3[C:19]([C:11]=2[CH:10]=1)=[CH:18][C:17]([C:20]1[S:21][CH:22]=[C:23]([CH2:25][OH:26])[N:24]=1)=[CH:16][CH:15]=3.I[CH2:33][CH3:34]>>[Cl:1][C:2]1[CH:7]=[C:6]([Cl:8])[CH:5]=[CH:4][C:3]=1[C:9]1[C:29](=[O:30])[N:28]([CH3:31])[C:12]2[N:13]([CH3:27])[C:14]3[C:19]([C:11]=2[CH:10]=1)=[CH:18][C:17]([C:20]1[S:21][CH:22]=[C:23]([CH2:25][O:26][CH2:33][CH3:34])[N:24]=1)=[CH:16][CH:15]=3. Procedure details: The process is carried out as indicated in Example 101 above, with the compound from Example 95 above, 3-(2,4-dichlorophenyl)-6-(4-hydroxymethylthiazol-2-yl)-1,9-dimethyl-1,9-dihydropyrido[2,3-b]indol-2-one and iodoethane